From a dataset of the Open Reaction Database (ORD), a public repository of structured organic reaction records. describe an organic reaction: reactants, conditions, products, and yield Yields the product C(#N)C=1C=C(COC=2C=C3N(C(N2)=O)CCN3C(=O)OC(C)(C)C)C=CC1OC1=CC(=CC=C1)C(F)(F)F (tert-butyl 7-((3-cyano-4-(3-(trifluoromethyl)phenoxy)benzyl)oxy)-5-oxo-2,3-dihydroimidazo[1,2-c]pyrimidine-1(5H)-carboxylate). Reactants: E1, ClC=1C=C2N(C(N1)=O)CCN2C(=O)OC(C)(C)C (tert-butyl 7-chloro-5-oxo-2,3-dihydroimidazo[1,2-c]pyrimidine-1(5H)-carboxylate), [H-].[Na+] (sodium hydride), OCC=1C=CC(=C(C#N)C1)OC1=CC(=CC=C1)C(F)(F)F (5-(hydroxymethyl)-2-(3-(trifluoromethyl)phenoxy)benzonitrile). Procedure details: The title compound was prepared by a procedure similar to that described for E1 starting from sodium hydride, 5-(hydroxymethyl)-2-(3-(trifluoromethyl)phenoxy)benzonitrile and tert-butyl 7-chloro-5-oxo-2,3-dihydroimidazo[1,2-c]pyrimidine-1(5H)-carboxylate) Reaction SMILES: [H-].[Na+].[OH:3][CH2:4][C:5]1[CH:6]=[CH:7][C:8]([O:13][C:14]2[CH:19]=[CH:18][CH:17]=[C:16]([C:20]([F:23])([F:22])[F:21])[CH:15]=2)=[C:9]([CH:12]=1)[C:10]#[N:11].Cl[C:25]1[CH:26]=[C:27]2[N:34]([C:35]([O:37][C:38]([CH3:41])([CH3:40])[CH3:39])=[O:36])[CH2:33][CH2:32][N:28]2[C:29](=[O:31])[N:30]=1>>[C:10]([C:9]1[CH:12]=[C:5]([CH:6]=[CH:7][C:8]=1[O:13][C:14]1[CH:19]=[CH:18][CH:17]=[C:16]([C:20]([F:21])([F:22])[F:23])[CH:15]=1)[CH2:4][O:3][C:25]1[CH:26]=[C:27]2[N:34]([C:35]([O:37][C:38]([CH3:41])([CH3:40])[CH3:39])=[O:36])[CH2:33][CH2:32][N:28]2[C:29](=[O:31])[N:30]=1)#[N:11] |f:0.1|. Starting materials: C1=CC=C(C=C1)P(C2=CC=CC=C2)C3=CC=CC=C3 (Ph3P), N(=[N+]=[N-])[C@@H]1CC[C@H](CC1)N(C(=O)C1=CC=2C(=NON2)C=C1)C (N-(trans-4-Azidocyclohexyl)-N-methyl-[2,1,3]-benzoxadiazole-5-carboxamide), N (ammonia). RXN SMILES: [N:1]([C@H:4]1[CH2:9][CH2:8][C@H:7]([N:10]([CH3:22])[C:11]([C:13]2[CH:21]=[CH:20][C:16]3=[N:17][O:18][N:19]=[C:15]3[CH:14]=2)=[O:12])[CH2:6][CH2:5]1)=[N+]=[N-].C1C=CC(P(C2C=CC=CC=2)C2C=CC=CC=2)=CC=1.N>N1C=CC=CC=1>[NH2:1][C@H:4]1[CH2:9][CH2:8][C@H:7]([N:10]([CH3:22])[C:11]([C:13]2[CH:21]=[CH:20][C:16]3=[N:17][O:18][N:19]=[C:15]3[CH:14]=2)=[O:12])[CH2:6][CH2:5]1. The product is N[C@@H]1CC[C@H](CC1)N(C(=O)C1=CC=2C(=NON2)C=C1)C (N-(trans-4-Aminocyclohexyl)-N-methyl-[2,1,3]-benzoxadiazole-5-carboxamide). Solvent: N1=CC=CC=C1 (pyridine). Reaction conditions: time 1 hour. Procedure: N-(trans-4-Azidocyclohexyl)-N-methyl-[2,1,3]-benzoxadiazole-5-carboxamide (0.18 g, 0.6 mmol) was dissolved in pyridine (4 ml), Ph3P (0.26 g, 1.0 mmol) was added, and the mixture stirred for 1 hour at room temperature. Conc. ammonia solution (6 ml) was slowly added and the mixture stirred for 2 h at 20° C. before evaporating under vacuum and purifying the crude product on silica gel, eluting with chloroform/methanol/triethylamine (90:10:1), to give a white solid after trituration with diethyl eth... Reactants: ClC=1C=C2C(C(NC2=CC1F)=O)(O)C=1C(=NC=CC1)OCC (5-chloro-3-(2-ethoxypyridin-3-yl)-6-fluoro-3-hydroxy-1,3-dihydroindol-2-one), OC1C(NC2=CC=CC=C12)=O (3-hydroxy-1,3-dihydroindol-2-one), C1(=CC=CC=C1)S(=O)(=O)Cl (phenylsulfonyl chloride), S(=O)(=O)(Cl)Cl (sulfonyl chloride). Yields the product NC1(C(N(C2=CC(=C(C=C12)Cl)F)S(=O)(=O)C1=CC=CC=C1)=O)C=1C(=NC=CC1)OCC (3-Amino-1-phenylsulfonyl-5-chloro-3-(2-ethoxypyridin-3-yl)-6-fluoro-1,3-dihydroindol-2-one), ClC=1C=C2C(C(NC2=CC1F)=O)(O)C=1C(=NC=CC1)OCC (5-Chloro-3-(2-ethoxypyridin-3-yl)-6-fluoro-3-hydroxy-1,3-dihydroindol-2-one). RXN SMILES: [Cl:1][C:2]1[CH:3]=[C:4]2[C:8](=[CH:9][C:10]=1[F:11])[NH:7][C:6](=[O:12])[C:5]2([C:14]1[C:15]([O:20][CH2:21][CH3:22])=[N:16][CH:17]=[CH:18][CH:19]=1)[OH:13].OC1C2C(=CC=CC=2)[NH:26]C1=O.[C:34]1([S:40](Cl)(=[O:42])=[O:41])[CH:39]=[CH:38][CH:37]=[CH:36][CH:35]=1.S(Cl)(Cl)(=O)=O>>[NH2:26][C:5]1([C:14]2[C:15]([O:20][CH2:21][CH3:22])=[N:16][CH:17]=[CH:18][CH:19]=2)[C:4]2[C:8](=[CH:9][C:10]([F:11])=[C:2]([Cl:1])[CH:3]=2)[N:7]([S:40]([C:34]2[CH:39]=[CH:38][CH:37]=[CH:36][CH:35]=2)(=[O:42])=[O:41])[C:6]1=[O:12].[Cl:1][C:2]1[CH:3]=[C:4]2[C:8](=[CH:9][C:10]=1[F:11])[NH:7][C:6](=[O:12])[C:5]2([C:14]1[C:15]([O:20][CH2:21][CH3:22])=[N:16][CH:17]=[CH:18][CH:19]=1)[OH:13]. Reported procedure: The title compound was prepared in analogy to example 1.1 to 1.3 using 5-chloro-3-(2-ethoxypyridin-3-yl)-6-fluoro-3-hydroxy-1,3-dihydroindol-2-one as 3-hydroxy-1,3-dihydroindol-2-one IV and phenylsulfonyl chloride as sulfonyl chloride VII. 5-Chloro-3-(2-ethoxypyridin-3-yl)-6-fluoro-3-hydroxy-1,3-dihydroindol-2-one was prepared in analogy to example a.1. Reactants: CN1C[C@H](C[C@H](C1)C1=CC=CC=C1)O (cis-1-methyl-5-phenyl-3-piperidinol), C(C1=CC=CC=C1)(=O)Cl (benzoyl chloride), C([O-])([O-])=O.[Na+].[Na+] (sodium carbonate). Solvent: ClCCl (dichloromethane). Run at time 2 hour. Yields the product C(C1=CC=CC=C1)(=O)O[C@@H]1CN(C[C@@H](C1)C1=CC=CC=C1)C (cis-3-Benzoyloxy-1-methyl-5-phenylpiperidine), hydrochloride hemi-hydrate. RXN SMILES: [CH3:1][N:2]1[CH2:7][C@H:6]([C:8]2[CH:13]=[CH:12][CH:11]=[CH:10][CH:9]=2)[CH2:5][C@H:4]([OH:14])[CH2:3]1.[C:15](Cl)(=[O:22])[C:16]1[CH:21]=[CH:20][CH:19]=[CH:18][CH:17]=1.C(=O)([O-])[O-].[Na+].[Na+]>ClCCl>[C:15]([O:14][C@H:4]1[CH2:5][C@@H:6]([C:8]2[CH:13]=[CH:12][CH:11]=[CH:10][CH:9]=2)[CH2:7][N:2]([CH3:1])[CH2:3]1)(=[O:22])[C:16]1[CH:21]=[CH:20][CH:19]=[CH:18][CH:17]=1 |f:2.3.4|. Reported procedure: A solution of cis-1-methyl-5-phenyl-3-piperidinol (3 g.) in dichloromethane (50 ml) was treated with benzoyl chloride (2.5 ml), the resulting mixture stirred for 2 hours at ambient temperature, and the solvent then removed under reduced pressure. The residue was partitioned between ether (100 ml) and 2 N HCl. The lower two of the three layers formed were basified to pH 9 with sodium carbonate and extracted with ether (2×100 ml). The organic phase was dried (over magnesium sulphate) and treated w... Reactants: O (water), ClC1=CC=C(C=C1)C1C(NC2=C(S1)C=CC1=CC=CC=C12)=O (3-(4-chlorophenyl)-1H-naphtho-[2,1-b][1,4]thiazin-2(3H)-one), [OH-].[Na+] (sodium hydroxide), BrCCCCl (1-bromo-3-chloropropane). Solvent: CS(=O)C (dimethylsulfoxide). Run at time 8 hour. Product: ClC1=CC=C(C=C1)C1C(N(C2=C(S1)C=CC1=CC=CC=C12)CCCCl)=O (3-(4-chlorophenyl)-1-(3-chloropropyl)-1H-naphtho[2,1-b][1,4]thiazin-2(3H)-one). Yield: 65.1%. Reaction SMILES: [Cl:1][C:2]1[CH:7]=[CH:6][C:5]([CH:8]2[S:13][C:12]3[CH:14]=[CH:15][C:16]4[C:21]([C:11]=3[NH:10][C:9]2=[O:22])=[CH:20][CH:19]=[CH:18][CH:17]=4)=[CH:4][CH:3]=1.[OH-].[Na+].Br[CH2:26][CH2:27][CH2:28][Cl:29].O>CS(C)=O>[Cl:1][C:2]1[CH:7]=[CH:6][C:5]([CH:8]2[S:13][C:12]3[CH:14]=[CH:15][C:16]4[C:21]([C:11]=3[N:10]([CH2:26][CH2:27][CH2:28][Cl:29])[C:9]2=[O:22])=[CH:20][CH:19]=[CH:18][CH:17]=4)=[CH:4][CH:3]=1 |f:1.2|. Reported procedure: To a solution of 3-(4-chlorophenyl)-1H-naphtho-[2,1-b][1,4]thiazin-2(3H)-one (10.0 g) and 96% sodium hydroxide (1.96 g) in dimethylsulfoxide (150 ml) is added 1-bromo-3-chloropropane (6.78 g) under ice cooling, and the mixture is stirred at room temperature overnight. The reaction mixture is poured into water, and the mixture is extracted with ethyl acetate. The ethyl acetate layer is washed and distilled to remove the solvent. The residue is purified by silica gel column chromatography (eluent;...